Task: describe an organic reaction: reactants, conditions, products, and yield. Dataset: the Open Reaction Database (ORD), a public repository of structured organic reaction records The reactants are N1CCC(CC1)C=1C=C(C=CC1)O (3-(4-piperidinyl)phenol), C(O)([O-])=O.[Na+] (sodium hydrogen carbonate), BrCCCCCC (1-bromohexane). Run in CN(C=O)C (N,N-dimethylformamide), O (water). Conditions: temperature 100 celsius. Yields the product C(CCCCC)N1CCC(CC1)C1=CC(=CC=C1)O (N-Hexyl-4-(3-hydroxyphenyl)piperidine). RXN SMILES: [NH:1]1[CH2:6][CH2:5][CH:4]([C:7]2[CH:8]=[C:9]([OH:13])[CH:10]=[CH:11][CH:12]=2)[CH2:3][CH2:2]1.C(=O)([O-])O.[Na+].Br[CH2:20][CH2:21][CH2:22][CH2:23][CH2:24][CH3:25]>CN(C)C=O.O>[CH2:20]([N:1]1[CH2:6][CH2:5][CH:4]([C:7]2[CH:12]=[CH:11][CH:10]=[C:9]([OH:13])[CH:8]=2)[CH2:3][CH2:2]1)[CH2:21][CH2:22][CH2:23][CH2:24][CH3:25] |f:1.2|. Procedure: To a stirred solution of 3-(4-piperidinyl)phenol (Preparation 47, 376 mg, 2.12 mmol) in N,N-dimethylformamide (5 ml) was added sodium hydrogen carbonate (267 mg, 3.18 mmol) and 1-bromohexane (0.36 ml, 2.55 mmol). The reaction mixture was heated at 100° C. for 4 h. The reaction mixture was then diluted with water (20 ml) and extracted with diethyl ether (3×10 ml). The combined organic extracts were dried (MgSO4), filtered and concentrated in vacuo to give the title compound as an oil which was no...